This data is from the Open Reaction Database (ORD), a public repository of structured organic reaction records. The task is: describe an organic reaction: reactants, conditions, products, and yield Reactants: NC1=CC=C(C=C1)O (4-aminophenol), C(C)(=O)O (acetic acid), C(C)(=O)OC(C)=O (Acetic anhydride). Reaction conditions: temperature 20 celsius. Product: CC(=O)NC1=CC=C(C=C1)OC(=O)C (4-acetoxyacetanilide). Reaction SMILES: [NH2:1][C:2]1[CH:7]=[CH:6][C:5]([OH:8])=[CH:4][CH:3]=1.[C:9](OC(=O)C)(=[O:11])[CH3:10].[C:16](O)(=[O:18])[CH3:17]>>[CH3:10][C:9]([NH:1][C:2]1[CH:7]=[CH:6][C:5]([O:8][C:16]([CH3:17])=[O:18])=[CH:4][CH:3]=1)=[O:11]. Reported procedure: A 500 mL, 3-neck flask fitted with mechanical stirrer, an inert gas inlet topped reflux condenser, and a thermocouple was charged with acetic acid (32 mL) and 4-aminophenol (10.9 g, 0.10 mol). Acetic anhydride (30.2 g, 0.30 mol) was added in one portion and the brown, clear solution was heated to 100°-110° C. and maintained at that temperature for 16 hours. Heating was stopped and the reaction mixture was allowed to cool slowly with stirring (under argon). After approximately 1 hour the mixture ... Procedure: To a solution of (E)-3-{[2-(methoxycarbonylmethyl)-2H-tetrazol-5-yl]methylidene}-1-(triphenylmethyl)piperidin-4-ol (1.5 g) in a mixed solvent of dichloromethane (30 ml) and toluene (30 ml) was added thioacetic acid (2.2 ml) and N,N-dimethylformamide dineopentyl acetal (8.5 ml). After the mixture was stirred at 50° C. for 2 hours, it was cooled, water and dichloromethane were added and the layers were separated. The organic layer was washed with a saturated aqueous sodium chloride solution and dr... Yields the product C(C)(=O)SC1/C(/CN(CC1)C(C1=CC=CC=C1)(C1=CC=CC=C1)C1=CC=CC=C1)=C/C=1N=NN(N1)CC(=O)OC ((E)-4-(acetylsulfanyl)-3-{[2-(methoxycarbonylmethyl)-2H-tetrazol-5-yl]methylidene}-1-(triphenylmethyl)piperidine). Run at temperature 50 celsius, time 2 hour. Solvent: C1(=CC=CC=C1)C (toluene), ClCCl (dichloromethane), ClCCl (dichloromethane), O (water). The reactants are COC(=O)CN1N=C(N=N1)\C=C\1/CN(CCC1O)C(C1=CC=CC=C1)(C1=CC=CC=C1)C1=CC=CC=C1 ((E)-3-{[2-(methoxycarbonylmethyl)-2H-tetrazol-5-yl]methylidene}-1-(triphenylmethyl)piperidin-4-ol), C(C)(=S)O (thioacetic acid), C(C(C)(C)C)OC(N(C)C)OCC(C)(C)C (N,N-dimethylformamide dineopentyl acetal). Isolated yield 58.4%. Reaction SMILES: [CH3:1][O:2][C:3]([CH2:5][N:6]1[N:10]=[N:9][C:8](/[CH:11]=[C:12]2\[CH2:13][N:14]([C:19]([C:32]3[CH:37]=[CH:36][CH:35]=[CH:34][CH:33]=3)([C:26]3[CH:31]=[CH:30][CH:29]=[CH:28][CH:27]=3)[C:20]3[CH:25]=[CH:24][CH:23]=[CH:22][CH:21]=3)[CH2:15][CH2:16][CH:17]\2O)=[N:7]1)=[O:4].[C:38]([OH:41])(=[S:40])[CH3:39].C(OC(OCC(C)(C)C)N(C)C)C(C)(C)C>ClCCl.O.C1(C)C=CC=CC=1>[C:38]([S:40][CH:17]1[CH2:16][CH2:15][N:14]([C:19]([C:26]2[CH:31]=[CH:30][CH:29]=[CH:28][CH:27]=2)([C:32]2[CH:37]=[CH:36][CH:35]=[CH:34][CH:33]=2)[C:20]2[CH:21]=[CH:22][CH:23]=[CH:24][CH:25]=2)[CH2:13]/[C:12]/1=[CH:11]\[C:8]1[N:9]=[N:10][N:6]([CH2:5][C:3]([O:2][CH3:1])=[O:4])[N:7]=1)(=[O:41])[CH3:39]. Reactants: CNC(=O)NC1CCCCC1 (N-methyl-N'-cyclohexylurea), C(CC(=O)O)(=O)O (malonic acid), O (water), C(C)(=O)OC(C)=O (acetic anhydride). Solvent: C(C)(=O)O (acetic acid), CO (methanol). Reaction conditions: temperature 70 celsius. Yields the product CN1C(=O)N(C(=O)CC1=O)C1CCCCC1 (1-methyl-3-cyclohexylbarbituric acid). The yield is 96.1%. RXN SMILES: [CH3:1][NH:2][C:3]([NH:5][CH:6]1[CH2:11][CH2:10][CH2:9][CH2:8][CH2:7]1)=[O:4].[C:12](O)(=[O:17])[CH2:13][C:14](O)=[O:15].C(OC(=O)C)(=O)C.O>C(O)(=O)C.CO>[CH3:1][N:2]1[C:12](=[O:17])[CH2:13][C:14](=[O:15])[N:5]([CH:6]2[CH2:11][CH2:10][CH2:9][CH2:8][CH2:7]2)[C:3]1=[O:4]. Reported procedure: In 15 ml of acetic acid is dissolved 5 g of N-methyl-N'-cyclohexylurea together with 5 g of malonic acid under heating. Then, at 70° C., 15 ml of acetic anhydride is added dropwise over a period of 30 minutes. The mixture is further heated at 80°-90° C. for 2 hours, after which time 5 ml of water is added. The mixture is heated at 70° C. for 30 minutes and, then, concentrated to dryness. By the above procedure is obtained a pale-yellow oil. This oil is dissolved in methanol and allowed to stand ... Procedure: To the title compound of Step A (91 mg, 0.5 mmol) in EtOH (1 mL) was added 4M KOH (0.5 μL). The reaction was then heated at 90° C. for 18 h. The reaction was then cooled to rt, acidified with 1N HCl (aq) to pH=3, concentrated and used without further purification in the next step. As a reaction SMILES: [CH3:1][N:2]([CH3:13])[C:3]1[C:4]([C:10](N)=[O:11])=[N:5][C:6]([CH3:9])=[CH:7][CH:8]=1.[OH-:14].[K+].Cl>CCO>[CH3:1][N:2]([CH3:13])[C:3]1[C:4]([C:10]([OH:14])=[O:11])=[N:5][C:6]([CH3:9])=[CH:7][CH:8]=1 |f:1.2|. The product is CN(C=1C(=NC(=CC1)C)C(=O)O)C (3-(dimethylamino)-6-methylpicolinic acid). Conditions: temperature 90 celsius. Solvent: CCO (EtOH). The reactants are CN(C=1C(=NC(=CC1)C)C(=O)N)C (3-(dimethylamino)-6-methylpicolinamide), [OH-].[K+] (KOH), Cl (HCl). The yield is 71.7%. Run at temperature 60 celsius. Reported procedure: Aqueous 1N sodium hydroxide solution (1.2 mL, 1.2 mmol) was added to a solution of methyl (R)-3-((2-(3-(2-ethoxyphenoxy)piperidin-1-yl)pyrimidine-5-carboxamido)methyl)-5-methylbenzoate (123 mg, 0.24 mmol) in THF (5 mL). The reaction mixture was heated to 60° C. for 48 hours, and then the volatiles were evaporated under reduced pressure. The remaining aqueous phase was washed with diethyl ether (10 mL). The aqueous phase was then adjusted to pH 3 with aqueous 1N HCl (1 mL), and then was extracted... Reactants: [OH-].[Na+] (sodium hydroxide), C(C)OC1=C(O[C@H]2CN(CCC2)C2=NC=C(C=N2)C(=O)NCC=2C=C(C(=O)OC)C=C(C2)C)C=CC=C1 (methyl (R)-3-((2-(3-(2-ethoxyphenoxy)piperidin-1-yl)pyrimidine-5-carboxamido)methyl)-5-methylbenzoate). Reaction SMILES: [OH-].[Na+].[CH2:3]([O:5][C:6]1[CH:39]=[CH:38][CH:37]=[CH:36][C:7]=1[O:8][C@@H:9]1[CH2:14][CH2:13][CH2:12][N:11]([C:15]2[N:20]=[CH:19][C:18]([C:21]([NH:23][CH2:24][C:25]3[CH:26]=[C:27]([CH:32]=[C:33]([CH3:35])[CH:34]=3)[C:28]([O:30]C)=[O:29])=[O:22])=[CH:17][N:16]=2)[CH2:10]1)[CH3:4]>C1COCC1>[CH2:3]([O:5][C:6]1[CH:39]=[CH:38][CH:37]=[CH:36][C:7]=1[O:8][C@@H:9]1[CH2:14][CH2:13][CH2:12][N:11]([C:15]2[N:16]=[CH:17][C:18]([C:21]([NH:23][CH2:24][C:25]3[CH:26]=[C:27]([CH:32]=[C:33]([CH3:35])[CH:34]=3)[C:28]([OH:30])=[O:29])=[O:22])=[CH:19][N:20]=2)[CH2:10]1)[CH3:4] |f:0.1|. Solvent: C1CCOC1 (THF). The product is C(C)OC1=C(O[C@H]2CN(CCC2)C2=NC=C(C=N2)C(=O)NCC=2C=C(C(=O)O)C=C(C2)C)C=CC=C1 ((R)-3-((2-(3-(2-ethoxyphenoxy)piperidin-1-yl)pyrimidine-5-carboxamido)methyl)-5-methylbenzoic acid). The reactants are CC#N, Cl, Cl[Cu], O=N[O-], CCOC(=O)C(CC(C)C)c1cc(OCC(F)(F)F)c(N)c(-c2ccc(C(F)(F)F)cc2)c1, [Na+], O, O. The product is CCOC(=O)C(CC(C)C)c1cc(OCC(F)(F)F)c(Cl)c(-c2ccc(C(F)(F)F)cc2)c1. As a reaction SMILES: [CH3:38][C:39]#[N:40].[ClH:42].[Cu:44][Cl:45].[N:34]([O-:35])=[O:36].[NH2:1][c:2]1[c:3]([O:28][CH2:29][C:30]([F:31])([F:32])[F:33])[cH:4][c:5]([CH:18]([C:19](=[O:20])[O:21][CH2:22][CH3:23])[CH2:24][CH:25]([CH3:26])[CH3:27])[cH:6][c:7]1-[c:8]1[cH:9][cH:10][c:11]([C:14]([F:15])([F:16])[F:17])[cH:12][cH:13]1.[Na+:37].[OH2:41].[OH2:43]>>[c:2]1([Cl:42])[c:3]([O:28][CH2:29][C:30]([F:31])([F:32])[F:33])[cH:4][c:5]([CH:18]([C:19](=[O:20])[O:21][CH2:22][CH3:23])[CH2:24][CH:25]([CH3:26])[CH3:27])[cH:6][c:7]1-[c:8]1[cH:9][cH:10][c:11]([C:14]([F:15])([F:16])[F:17])[cH:12][cH:13]1. Reactants: teflon, C([O-])([O-])=O (carbonate), BrC(C(=O)O)(C)C (2-bromo-2-methylpropionic acid), C([O-])([O-])=O.[K+].[K+] (potassium carbonate), C(C)(=S)[O-].[K+] (potassium thioacetate). Run in CN(C=O)C (Dimethylformamide), CN(C=O)C (DMF). Reaction conditions: temperature -45 celsius, time 22 hour. Yields the product C(C)(=O)SC(C(=O)O)(C)C (2-acetylthio-2-methylpropanoic acid). Yield: 82.0%. RXN SMILES: Br[C:2]([CH3:7])([CH3:6])[C:3]([OH:5])=[O:4].C(=O)([O-])[O-].[K+].[K+].C(=O)([O-])[O-].[C:18]([O-:21])(=[S:20])[CH3:19].[K+]>CN(C)C=O>[C:18]([S:20][C:2]([CH3:7])([CH3:6])[C:3]([OH:5])=[O:4])(=[O:21])[CH3:19] |f:1.2.3,5.6|. Procedure details: Dimethylformamide (DMF), 100 ml was poured into a 4 l indented 3 neck round bottom flask equipped with a nitrogen bubbler and an overhead stirrer (glass shaft, teflon paddle). The hot 2-bromo-2-methylpropionic acid was then added to the flask through a powder funnel. The flask and the funnel were rinsed with 4×100 ml portions of DMF and were added to the reaction flask. A thermometer was placed in the third neck and the stirred solution was cooled under an atmosphere of nitrogen to -45° C. by pl...